Dataset: the Open Reaction Database (ORD), a public repository of structured organic reaction records. Task: describe an organic reaction: reactants, conditions, products, and yield Starting materials: COC[C@@H]1[C@@H]2[C@@H]([C@H]([C@H](O1)O[C@@H]3[C@H](O[C@@H]([C@@H]([C@H]3O)OC)O[C@@H]4[C@H](O[C@@H]([C@@H]([C@H]4O)OC)O[C@@H]5[C@H](O[C@@H]([C@@H]([C@H]5O)OC)O[C@@H]6[C@H](O[C@@H]([C@@H]([C@H]6O)OC)O[C@@H]7[C@H](O[C@@H]([C@@H]([C@H]7O)OC)O[C@@H]8[C@H](O[C@H](O2)[C@@H]([C@H]8O)OC)COC)COC)COC)COC)COC)COC)OC)O (2,6-di-O-methyl-β-cyclodextrin), COC1=C(C=CC(=C1)[C@@H]2[C@H](OC3=C(O2)C=C(C=C3)[C@@H]4[C@H](C(=O)C5=C(C=C(C=C5O4)O)O)O)CO)O (Silybinin). Reported procedure: The method of Example 6 was repeated except that 110 g 2,6-di-O-methyl-β-cyclodextrin (DIMEB; 82 mmol) and 18 g Silybinin (37 mmol) were used. The product is COC1=C(C=CC(=C1)[C@@H]2[C@H](OC3=C(O2)C=C(C=C3)[C@@H]4[C@H](C(=O)C5=C(C=C(C=C5O4)O)O)O)CO)O.COC[C@@H]1[C@@H]2[C@@H]([C@H]([C@H](O1)O[C@@H]3[C@H](O[C@@H]([C@@H]([C@H]3O)OC)O[C@@H]4[C@H](O[C@@H]([C@@H]([C@H]4O)OC)O[C@@H]5[C@H](O[C@@H]([C@@H]([C@H]5O)OC)O[C@@H]6[C@H](O[C@@H]([C@@H]([C@H]6O)OC)O[C@@H]7[C@H](O[C@@H]([C@@H]([C@H]7O)OC)O[C@@H]8[C@H](O[C@H](O2)[C@@H]([C@H]8O)OC)COC)COC)COC)COC)COC)COC)OC)O (Silybinin 2,6-di-O-methyl-β-cyclodextrin). Reaction SMILES: [CH3:1][O:2][CH2:3][C@H:4]1[O:9][C@@H:8]2[O:10][C@H:11]3[C@H:16]([OH:17])[C@@H:15]([O:18][CH3:19])[C@@H:14]([O:20][C@H:21]4[C@H:26]([OH:27])[C@@H:25]([O:28][CH3:29])[C@@H:24]([O:30][C@H:31]5[C@H:36]([OH:37])[C@@H:35]([O:38][CH3:39])[C@@H:34]([O:40][C@H:41]6[C@H:46]([OH:47])[C@@H:45]([O:48][CH3:49])[C@@H:44]([O:50][C@H:51]7[C@H:56]([OH:57])[C@@H:55]([O:58][CH3:59])[C@@H:54]([O:60][C@H:61]8[C@H:67]([OH:68])[C@@H:66]([O:69][CH3:70])[C@@H:64]([O:65][C@H:5]1[C@H:6]([OH:91])[C@H:7]2[O:89][CH3:90])[O:63][C@@H:62]8[CH2:71][O:72][CH3:73])[O:53][C@@H:52]7[CH2:74][O:75][CH3:76])[O:43][C@@H:42]6[CH2:77][O:78][CH3:79])[O:33][C@@H:32]5[CH2:80][O:81][CH3:82])[O:23][C@@H:22]4[CH2:83][O:84][CH3:85])[O:13][C@@H:12]3[CH2:86][O:87][CH3:88].[CH3:92][O:93][C:94]1[CH:99]=[C:98]([C@H:100]2[O:105][C:104]3[CH:106]=[C:107]([C@H:110]4[O:120][C:119]5[C:114](=[C:115]([OH:122])[CH:116]=[C:117]([OH:121])[CH:118]=5)[C:112](=[O:113])[C@@H:111]4[OH:123])[CH:108]=[CH:109][C:103]=3[O:102][C@@H:101]2[CH2:124][OH:125])[CH:97]=[CH:96][C:95]=1[OH:126]>>[CH3:92][O:93][C:94]1[CH:99]=[C:98]([C@H:100]2[O:105][C:104]3[CH:106]=[C:107]([C@H:110]4[O:120][C:119]5[C:114](=[C:115]([OH:122])[CH:116]=[C:117]([OH:121])[CH:118]=5)[C:112](=[O:113])[C@@H:111]4[OH:123])[CH:108]=[CH:109][C:103]=3[O:102][C@@H:101]2[CH2:124][OH:125])[CH:97]=[CH:96][C:95]=1[OH:126].[CH3:82][O:81][CH2:80][C@H:32]1[O:33][C@@H:34]2[O:40][C@H:41]3[C@H:46]([OH:47])[C@@H:45]([O:48][CH3:49])[C@@H:44]([O:50][C@H:51]4[C@H:56]([OH:57])[C@@H:55]([O:58][CH3:59])[C@@H:54]([O:60][C@H:61]5[C@H:67]([OH:68])[C@@H:66]([O:69][CH3:70])[C@@H:64]([O:65][C@H:5]6[C@H:6]([OH:91])[C@@H:7]([O:89][CH3:90])[C@@H:8]([O:10][C@H:11]7[C@H:16]([OH:17])[C@@H:15]([O:18][CH3:19])[C@@H:14]([O:20][C@H:21]8[C@H:26]([OH:27])[C@@H:25]([O:28][CH3:29])[C@@H:24]([O:30][C@H:31]1[C@H:36]([OH:37])[C@H:35]2[O:38][CH3:39])[O:23][C@@H:22]8[CH2:83][O:84][CH3:85])[O:13][C@@H:12]7[CH2:86][O:87][CH3:88])[O:9][C@@H:4]6[CH2:3][O:2][CH3:1])[O:63][C@@H:62]5[CH2:71][O:72][CH3:73])[O:53][C@@H:52]4[CH2:74][O:75][CH3:76])[O:43][C@@H:42]3[CH2:77][O:78][CH3:79] |f:2.3|. Starting materials: BrC1=CC=C(C=C1)NC(C1=CC(=C(C=C1)NCCN(C)C)[N+](=O)[O-])=O (N-(4-bromophenyl)-4-(2-(dimethylamino)ethylamino)-3-nitrobenzamide), [NH4+].[Cl-] (NH4Cl). Reagents/catalysts: [Fe] (Fe). The solvent is CCO (EtOH). Yields the product NC=1C=C(C(=O)NC2=CC=C(C=C2)Br)C=CC1NCCN(C)C (3-Amino-N-(4-bromophenyl)-4-(2-(dimethylamino)ethylamino)benzamide). RXN SMILES: [Br:1][C:2]1[CH:7]=[CH:6][C:5]([NH:8][C:9](=[O:25])[C:10]2[CH:15]=[CH:14][C:13]([NH:16][CH2:17][CH2:18][N:19]([CH3:21])[CH3:20])=[C:12]([N+:22]([O-])=O)[CH:11]=2)=[CH:4][CH:3]=1.[NH4+].[Cl-]>[Fe].CCO>[NH2:22][C:12]1[CH:11]=[C:10]([CH:15]=[CH:14][C:13]=1[NH:16][CH2:17][CH2:18][N:19]([CH3:21])[CH3:20])[C:9]([NH:8][C:5]1[CH:4]=[CH:3][C:2]([Br:1])=[CH:7][CH:6]=1)=[O:25] |f:1.2|. Reported procedure: The sub-title compound was prepared in accordance with the procedure in Example 2, step (b) using N-(4-bromophenyl)-4-(2-(dimethylamino)ethylamino)-3-nitrobenzamide (560 mg; 1.38 mmol), Fe (384 mg; 6.88 mmol), NH4Cl (aq, sat, 10 mL) and EtOH (10 mL). Starting materials: CC(C)O, N#Cc1ccc([N+](=O)[O-])cc1O. Yields the product N#Cc1ccc(N)cc1O. Reaction SMILES: [CH:13]([OH:14])([CH3:15])[CH3:16].[OH:1][c:2]1[c:3]([C:4]#[N:5])[cH:6][cH:7][c:8]([N+:10]([O-:11])=[O:12])[cH:9]1>>[OH:1][c:2]1[c:3]([C:4]#[N:5])[cH:6][cH:7][c:8]([NH2:10])[cH:9]1. Product: C1(CC1)COC1=C(C=C(C=C1)C=1OC2=C(N1)CCC(C2)OCC(C)NC(C)=O)F (N-(1-((2-(4-(cyclopropylmethoxy)-3-fluorophenyl)-4,5,6,7-tetrahydro-1,3-benzoxazol-6-yl)oxy)propan-2-yl)acetamide). The reagents and catalysts are [C].[Pd] (palladium-carbon). Reactants: N(=[N+]=[N-])C(COC1CC2=C(N=C(O2)C2=CC(=C(C=C2)OCC2CC2)F)CC1)C (6-(2-azidopropoxy)-2-(4-(cyclopropylmethoxy)-3-fluorophenyl)-4,5,6,7-tetrahydro-1,3-benzoxazole), C1CCOC1 (THF). Run at time 10 minute. As a reaction SMILES: [N:1]([CH:4]([CH3:28])[CH2:5][O:6][CH:7]1[CH2:27][CH2:26][C:10]2[N:11]=[C:12]([C:14]3[CH:19]=[CH:18][C:17]([O:20][CH2:21][CH:22]4[CH2:24][CH2:23]4)=[C:16]([F:25])[CH:15]=3)[O:13][C:9]=2[CH2:8]1)=[N+]=[N-].C1C[O:32][CH2:31][CH2:30]1>[C].[Pd]>[CH:22]1([CH2:21][O:20][C:17]2[CH:18]=[CH:19][C:14]([C:12]3[O:13][C:9]4[CH2:8][CH:7]([O:6][CH2:5][CH:4]([NH:1][C:31](=[O:32])[CH3:30])[CH3:28])[CH2:27][CH2:26][C:10]=4[N:11]=3)=[CH:15][C:16]=2[F:25])[CH2:24][CH2:23]1 |f:2.3|. Procedure details: A mixture of 6-(2-azidopropoxy)-2-(4-(cyclopropylmethoxy)-3-fluorophenyl)-4,5,6,7-tetrahydro-1,3-benzoxazole (870 mg), 10% palladium-carbon (containing water (50%), 800 mg) and THF (10 mL) was stirred at room temperature for 10 min. The catalyst was removed by filtration, and the obtained filtrate was concentrated under reduced pressure. To the obtained residue were added pyridine (10 mL) and acetic anhydride (10 mL), and the mixture was stirred at room temperature for 10 min. The reaction mixtu... The reactants are FC=1C=C(C=CC1F)C=1SC=2CC3=C(C2C1)N(N=C3C3=CC=C(C=C3)OC)COCC[Si](C)(C)C (2-(3,4-Difluoro-phenyl)-6-(4-methoxy-phenyl)-4-(2-trimethylsilanyl-ethoxymethyl)-4,7-dihydro-1-thia-4,5-diaza-cyclopenta[a]pentalene), Cl (HCl). The solvent is CO (MeOH). Conditions: temperature 100 celsius. Yields the product FC=1C=C(C=CC1F)C=1SC=2CC3=C(C2C1)NN=C3C3=CC=C(C=C3)OC (2-(3,4-Difluoro-phenyl)-6-(4-methoxy-phenyl)-4,7-dihydro-1-thia-4,5-diaza-cyclopenta[a]pentalene). Yield: 100.0%. As a reaction SMILES: [F:1][C:2]1[CH:3]=[C:4]([C:9]2[S:10][C:11]3[CH2:12][C:13]4[C:19]([C:20]5[CH:25]=[CH:24][C:23]([O:26][CH3:27])=[CH:22][CH:21]=5)=[N:18][N:17](COCC[Si](C)(C)C)[C:14]=4[C:15]=3[CH:16]=2)[CH:5]=[CH:6][C:7]=1[F:8].Cl>CO>[F:1][C:2]1[CH:3]=[C:4]([C:9]2[S:10][C:11]3[CH2:12][C:13]4[C:19]([C:20]5[CH:25]=[CH:24][C:23]([O:26][CH3:27])=[CH:22][CH:21]=5)=[N:18][NH:17][C:14]=4[C:15]=3[CH:16]=2)[CH:5]=[CH:6][C:7]=1[F:8]. Procedure details: 2-(3,4-Difluoro-phenyl)-6-(4-methoxy-phenyl)-4-(2-trimethylsilanyl-ethoxymethyl)-4,7-dihydro-1-thia-4,5-diaza-cyclopenta[a]pentalene (0.11 g, 0.2 mmol) was dissolved in MeOH and treated with concentrated HCl (0.07 mL, 0.2 mmol). The reaction mixture was heated at 100° C. for 4 hr. The solution was cooled to room temperature and the resultant precipitate was filtered, washed with MeOH and concentrated under reduced pressure to provide the corresponding 2-(3,4-Difluoro-phenyl)-6-(4-methoxy-phenyl)...